describe an organic reaction: reactants, conditions, products, and yield From a dataset of the Open Reaction Database (ORD), a public repository of structured organic reaction records. The reactants are C1(=CC=CC2=CC=CC=C12)CC(=O)O (naphthalene-1-acetic acid), C(C)O (ethanol), S(=O)(Cl)Cl (thionyl chloride). The product is C1(=CC=CC2=CC=CC=C12)CC(=O)OCC (Ethyl naphthalene-1-acetate). Reaction SMILES: [C:1]1([CH2:11][C:12]([OH:14])=[O:13])[C:10]2[C:5](=[CH:6][CH:7]=[CH:8][CH:9]=2)[CH:4]=[CH:3][CH:2]=1.S(Cl)(Cl)=O.[CH2:19](O)[CH3:20]>>[C:1]1([CH2:11][C:12]([O:14][CH2:19][CH3:20])=[O:13])[C:10]2[C:5](=[CH:6][CH:7]=[CH:8][CH:9]=2)[CH:4]=[CH:3][CH:2]=1. Procedure details: 100 g (537 mmol) of naphthalene-1-acetic acid in 200 ml of absolute ethanol are heated to 60° C., while stirring, and 80 ml of thionyl chloride are added slowly in such a way that reflux occurs. Reflux is maintained for 6 h, and the solvent is then evaporated under reduced pressure. The residue is taken up with 200 ml of dichloromethane, the solution is washed with a saturated solution of sodium hydrogen carbonate and then with water, dried over magnesium sulphate and filtered, and the solvent i...